Dataset: the Open Reaction Database (ORD), a public repository of structured organic reaction records. Task: describe an organic reaction: reactants, conditions, products, and yield The product is Cc1cc(CC(OC(=O)N2CCC(N3CCc4ccccc4NC3=O)CC2)C(=O)N2CCC(N3CCCC3C(=O)O)CC2)cc2oc(=O)[nH]c12. Reaction SMILES: [CH2:55]1[O:56][CH2:57][CH2:58][CH2:59]1.[Li+:2].[O:3]=[C:4]1[NH:5][c:6]2[c:7]([cH:50][cH:51][cH:52][cH:53]2)[CH2:8][CH2:9][N:10]1[CH:11]1[CH2:12][CH2:13][N:14]([C:17](=[O:18])[O:19][CH:20]([C:21](=[O:22])[N:23]2[CH2:24][CH2:25][CH:26]([N:29]3[CH:30]([C:34](=[O:35])[O:36][CH3:37])[CH2:31][CH2:32][CH2:33]3)[CH2:27][CH2:28]2)[CH2:38][c:39]2[cH:40][c:41]3[c:42]([nH:43][c:44](=[O:46])[o:45]3)[c:47]([CH3:49])[cH:48]2)[CH2:15][CH2:16]1.[OH-:1].[OH2:54]>>[O:3]=[C:4]1[NH:5][c:6]2[c:7]([cH:50][cH:51][cH:52][cH:53]2)[CH2:8][CH2:9][N:10]1[CH:11]1[CH2:12][CH2:13][N:14]([C:17](=[O:18])[O:19][CH:20]([C:21](=[O:22])[N:23]2[CH2:24][CH2:25][CH:26]([N:29]3[CH:30]([C:34](=[O:35])[OH:36])[CH2:31][CH2:32][CH2:33]3)[CH2:27][CH2:28]2)[CH2:38][c:39]2[cH:40][c:41]3[c:42]([nH:43][c:44](=[O:46])[o:45]3)[c:47]([CH3:49])[cH:48]2)[CH2:15][CH2:16]1. Starting materials: C1CCOC1, [Li+], COC(=O)C1CCCN1C1CCN(C(=O)C(Cc2cc(C)c3[nH]c(=O)oc3c2)OC(=O)N2CCC(N3CCc4ccccc4NC3=O)CC2)CC1, [OH-], O. The reactants are —Tetrapropylammonium perruthenate, C(C1=CC=CC=C1)(=O)O[C@@H]1C([C@@H]2CCC=3C4=CC[C@H]([C@@H](CO)C)[C@]4(CCC3[C@]2(CC1)C)C)(C)C ((3β,5α,20S)-4,4,20-trimethylpregna-8,14-diene-3,21-diol 3-benzoate), C[N+]1(CCOCC1)[O-] (4-methylmorpholine N-oxide). Run in CC(=O)C (acetone). Run at time 30 minute. Product: C(C1=CC=CC=C1)(=O)O[C@@H]1C([C@@H]2CCC=3C4=CC[C@H]([C@H](C)C=O)[C@]4(CCC3[C@]2(CC1)C)C)(C)C ((3β,5α,20S)-3-(benzoyloxy)-4,4-dimethylpregna-8,14-diene-20-carboxaldehyde). Yield: 93.0%. RXN SMILES: [C:1]([O:9][C@H:10]1[CH2:30][CH2:29][C@@:28]2([CH3:31])[C@@H:12]([CH2:13][CH2:14][C:15]3[C:16]4[C@:24]([CH3:32])([CH2:25][CH2:26][C:27]=32)[C@@H:19]([C@H:20]([CH3:23])[CH2:21][OH:22])[CH2:18][CH:17]=4)[C:11]1([CH3:34])[CH3:33])(=[O:8])[C:2]1[CH:7]=[CH:6][CH:5]=[CH:4][CH:3]=1.C[N+]1([O-])CCOCC1>CC(C)=O>[C:1]([O:9][C@H:10]1[CH2:30][CH2:29][C@@:28]2([CH3:31])[C@@H:12]([CH2:13][CH2:14][C:15]3[C:16]4[C@:24]([CH3:32])([CH2:25][CH2:26][C:27]=32)[C@@H:19]([C@@H:20]([CH:21]=[O:22])[CH3:23])[CH2:18][CH:17]=4)[C:11]1([CH3:33])[CH3:34])(=[O:8])[C:2]1[CH:7]=[CH:6][CH:5]=[CH:4][CH:3]=1. Reported procedure: —Tetrapropylammonium perruthenate (0.180 g) was added to a solution of (3β,5α,20S)-4,4,20-trimethylpregna-8,14-diene-3,21-diol 3-benzoate (WO09852965; 4.62 g) and 4-methylmorpholine N-oxide (3.50 g) in acetone (80 ml). After 30 min. stirring at room temperature the reaction mixture was filtered over dicalite and silica. The filtrate was concentrated under reduced pressure, to give (3β,5α,20S)-3-(benzoyloxy)-4,4-dimethylpregna-8,14-diene-20-carboxaldehyde (4.28 g) which was used in the following ... Starting materials: O=Cc1cncc(Br)c1, [Na+], [Na+], O=C([O-])[O-], C1COCCO1, O, OB(O)c1ccc2[nH]ccc2c1. Yields the product O=Cc1cncc(-c2ccc3[nH]ccc3c2)c1. Reaction SMILES: [Br:13][c:14]1[cH:15][c:16]([CH:20]=[O:21])[cH:17][n:18][cH:19]1.[Na+:22].[Na+:23].[O-:24][C:25](=[O:26])[O-:27].[O:29]1[CH2:30][CH2:31][O:32][CH2:33][CH2:34]1.[OH2:28].[nH:1]1[cH:2][cH:3][c:4]2[cH:5][c:6]([B:10]([OH:11])[OH:12])[cH:7][cH:8][c:9]12>>[nH:1]1[cH:2][cH:3][c:4]2[cH:5][c:6](-[c:14]3[cH:15][c:16]([CH:20]=[O:21])[cH:17][n:18][cH:19]3)[cH:7][cH:8][c:9]12. Reactants: C(#N)C1=CC=C(C=C1)C#N (1,4-dicyanobenzene), Borontrifluoride diethyl, C(C)[Mg]Br (ethylmagnesium bromide), reagent. The reagents and catalysts are CC([O-])C.[Ti+4].CC([O-])C.CC([O-])C.CC([O-])C (titanium(IV) isopropoxide). Run in ClCCl (dichloromethane). Conditions: time 45 minute. Yields the product NC1(CC1)C1=CC=C(C#N)C=C1 (4-(1-aminocyclopropyl)benzonitrile). Reaction SMILES: [C:1]([C:3]1[CH:8]=[CH:7][C:6]([C:9]#[N:10])=[CH:5][CH:4]=1)#[N:2].[CH2:11]([Mg]Br)[CH3:12]>ClCCl.CC(C)[O-].[Ti+4].CC(C)[O-].CC(C)[O-].CC(C)[O-]>[NH2:2][C:1]1([C:3]2[CH:8]=[CH:7][C:6]([C:9]#[N:10])=[CH:5][CH:4]=2)[CH2:12][CH2:11]1 |f:3.4.5.6.7|. Procedure details: To a solution of 1,4-dicyanobenzene (3.30 g, 25.8 mmol) in dichloromethane was added titanium(IV) isopropoxide (7.56 mL, 25.8 mmol) followed by ethylmagnesium bromide (3M in ether, 15.5 mL, 46.4 mmol) dropwise (exothermic, gas evolution after one eq of reagent added) and the mixture was stirred at r.t. for 45 min. Borontrifluoride diethyl etherate (5.71 mL, 46.4 mmol) was added and the mixture was stirred at r.t. for 2 h, quenched with NH4Cl and HCl and separated. The aqueous phase was washed on...